From a dataset of the Open Reaction Database (ORD), a public repository of structured organic reaction records. describe an organic reaction: reactants, conditions, products, and yield The product is O=C(O)c1ccc(-c2ccccc2O)nc1. Reactants: C1COCCO1, CC(=O)O, [Na+], [OH-], COC(=O)c1ccc(-c2ccccc2O)nc1. RXN SMILES: [CH2:24]1[O:25][CH2:26][CH2:27][O:28][CH2:29]1.[CH3:20][C:21](=[O:22])[OH:23].[Na+:19].[OH-:18].[OH:1][c:2]1[c:3](-[c:8]2[n:9][cH:10][c:11]([C:12](=[O:13])[O:14][CH3:15])[cH:16][cH:17]2)[cH:4][cH:5][cH:6][cH:7]1>>[OH:1][c:2]1[c:3](-[c:8]2[n:9][cH:10][c:11]([C:12](=[O:13])[OH:14])[cH:16][cH:17]2)[cH:4][cH:5][cH:6][cH:7]1. Starting materials: CCN(C(C)C)C(C)C (DIPEA), CNC(C1=CC=C(C(=O)O)C=C1)=O (N-methyl-terephthalamic acid), NCC(=O)N1CCN(CC1)C(C1=C(C=CC=C1)C(F)(F)F)=O (2-Amino-1-[4-(2-trifluoromethyl-benzoyl)-piperazin-1-yl]-ethanone), Cl (HCl), CCN=C=NCCCN(C)C (EDCI), C=1C=CC2=C(C1)N=NN2O (HOBT). Run in CN(C)C=O (DMF), O (water). Run at time 8 hour. Product: CNC(C1=CC=C(C(=O)NCC(N2CCN(CC2)C(C2=C(C=CC=C2)C(F)(F)F)=O)=O)C=C1)=O (N-methyl-N′-{2-oxo-2-[4-(2-trifluoromethyl-benzoyl)-piperazin-1-yl]-ethyl}-terephthalamide). Yield: 15.7%. As a reaction SMILES: CCN(C(C)C)C(C)C.[CH3:10][NH:11][C:12](=[O:22])[C:13]1[CH:21]=[CH:20][C:16]([C:17](O)=[O:18])=[CH:15][CH:14]=1.CCN=C=NCCCN(C)C.C1C=CC2N(O)N=NC=2C=1.[NH2:44][CH2:45][C:46]([N:48]1[CH2:53][CH2:52][N:51]([C:54](=[O:65])[C:55]2[CH:60]=[CH:59][CH:58]=[CH:57][C:56]=2[C:61]([F:64])([F:63])[F:62])[CH2:50][CH2:49]1)=[O:47].Cl>CN(C=O)C.O>[CH3:10][NH:11][C:12](=[O:22])[C:13]1[CH:21]=[CH:20][C:16]([C:17]([NH:44][CH2:45][C:46](=[O:47])[N:48]2[CH2:49][CH2:50][N:51]([C:54](=[O:65])[C:55]3[CH:60]=[CH:59][CH:58]=[CH:57][C:56]=3[C:61]([F:64])([F:62])[F:63])[CH2:52][CH2:53]2)=[O:18])=[CH:15][CH:14]=1. Procedure details: DIPEA (165 mg, 0.2 mL, 1.2 mmol) was added drop wise to N-methyl-terephthalamic acid (80 mg, 0.4 mmol) in DMF (5 mL). EDCI (100 mg, 0.5 mmol) and HOBT (67 mg, 0.5 mmol) were added consecutively and, after 10 minutes, 2-Amino-1-[4-(2-trifluoromethyl-benzoyl)-piperazin-1-yl]-ethanone in its HCl salt form (150 mg, 0.4 mmol) was added. The resulting mixture was stirred at room temperature overnight. Cold water was then added and the product was extracted with EtOAc and the organic layer was washed w... Reactants: CO (methanol), Cl (hydrochloric acid), Cl.Cl.C(C1=CC=CC=C1)NC(=N)NC(=N)NCCCCCCCCCC (N1-benzyl-N5-decyl-biguanide dihydrochloride), CC(=O)C (acetone). Product: C(C)(=O)O.CC1(N=C(NC(=N1)NCC1=CC=CC=C1)NCCCCCCCCCC)C (3,6-Dihydro-6,6-dimethyl-4-decylamino-2-benzylamino-1,3,5-triazine acetate). As a reaction SMILES: C[OH:2].Cl.Cl.Cl.[CH2:6]([NH:13][C:14]([NH:16][C:17]([NH:19][CH2:20][CH2:21][CH2:22][CH2:23][CH2:24][CH2:25][CH2:26][CH2:27][CH2:28][CH3:29])=[NH:18])=[NH:15])[C:7]1[CH:12]=[CH:11][CH:10]=[CH:9][CH:8]=1.[CH3:30][C:31]([CH3:33])=[O:32]>>[C:31]([OH:2])(=[O:32])[CH3:33].[CH3:30][C:31]1([CH3:33])[N:15]=[C:14]([NH:13][CH2:6][C:7]2[CH:8]=[CH:9][CH:10]=[CH:11][CH:12]=2)[NH:16][C:17]([NH:19][CH2:20][CH2:21][CH2:22][CH2:23][CH2:24][CH2:25][CH2:26][CH2:27][CH2:28][CH3:29])=[N:18]1 |f:2.3.4,6.7|. Procedure details: 110 ml of methanol, 80ml of acetone and 0.5 ml of concentrated hydrochloric acid were added to 6.8 g (16.9 mmol) of N1-benzyl-N5-decyl-biguanide dihydrochloride. The mixture was refluxed for 22 hours, and the solvent was distilled off under reduced pressure, and the residue was dissolved in 100 ml of ethanol. To the solution were added 80 ml of water and 7 ml of 5N aqueous sodium hydroxide. The mixture was refluxed for 1.5 hours, concentrated under reduced pressure, and extracted with ethyl acet... Reactants: [N+](=O)([O-])C1=C(C=CC=C1)S(=O)(=O)Cl (2-nitrobenzenesulfonyl chloride), NC=1C=CC(=NC1)OC (5-amino-2-methoxypyridine). Product: COC1=CC=C(C=N1)NS(=O)(=O)C1=C(C=CC=C1)[N+](=O)[O-] (N-(6-Methoxypyridin-3-yl)-2-nitrobenzenesulfonamide). Isolated yield 68.0%. As a reaction SMILES: [N+:1]([C:4]1[CH:9]=[CH:8][CH:7]=[CH:6][C:5]=1[S:10](Cl)(=[O:12])=[O:11])([O-:3])=[O:2].[NH2:14][C:15]1[CH:16]=[CH:17][C:18]([O:21][CH3:22])=[N:19][CH:20]=1>>[CH3:22][O:21][C:18]1[N:19]=[CH:20][C:15]([NH:14][S:10]([C:5]2[CH:6]=[CH:7][CH:8]=[CH:9][C:4]=2[N+:1]([O-:3])=[O:2])(=[O:12])=[O:11])=[CH:16][CH:17]=1. Procedure details: The title compound (1.05 g, 3.4 mmol) was prepared from 2-nitrobenzenesulfonyl chloride (1.1 g, 5.0 mmol) and 5-amino-2-methoxypyridine (683 mg, 5.5 mmol) using the methods of (IntA1), step 1. Starting materials: Cc1nnsc1C(=O)c1[nH]c2ccc(Cl)cc2c1C(C)C(=O)[O-], CC(=O)O, Cl. The product is Cc1nnsc1C(=O)c1[nH]c2ccc(Cl)cc2c1CC(=O)O. RXN SMILES: [CH3:1][CH:2]([C:3](=[O:4])[O-:5])[c:6]1[c:7]([C:16](=[O:17])[c:18]2[c:19]([CH3:23])[n:20][n:21][s:22]2)[nH:8][c:9]2[cH:10][cH:11][c:12]([Cl:15])[cH:13][c:14]12.[CH3:25][C:26](=[O:27])[OH:28].[ClH:24]>>[CH2:2]([C:3](=[O:4])[OH:5])[c:6]1[c:7]([C:16](=[O:17])[c:18]2[c:19]([CH3:23])[n:20][n:21][s:22]2)[nH:8][c:9]2[cH:10][cH:11][c:12]([Cl:15])[cH:13][c:14]12. The reactants are O=C(NC)C=1C=CC=CC1. Reagents/catalysts: O1B(OC(C)(C)C1(C)C)B2OC(C)(C)C(O2)(C)C, O=C(NC1=CC=CC2=C1NC(=C2C)C)C=3C=NC(=CC3)C4=NC=CC=C4, C[OH2+].C[OH2+].C1CC=CCCC=C1.C1CC=CCCC=C1.[Ir].[Ir]. The solvent is O1CCCC1. Run at temperature 60 celsius, time 96 hour. Product: O=C(NC)C=1C=CC=CC1B2OC(C)(C)C(O2)(C)C. Yield: 63.0%. Procedure details: Isolated by chromatography using deactivated silica gel and ethyl acetate and petroleum ether (10:1 to 2:1) as the eluent. Starting materials: CN1CCOCC1, CC(C)COC(=O)Cl, ClCCl, O=C(O)CN1C(=O)C2(COc3cc4c(cc32)OCO4)c2ccccc21. Product: CC(C)COC(=O)OC(=O)CN1C(=O)C2(COc3cc4c(cc32)OCO4)c2ccccc21. Reaction SMILES: [CH3:26][N:27]1[CH2:28][CH2:29][O:30][CH2:31][CH2:32]1.[Cl:33][C:34](=[O:35])[O:36][CH2:37][CH:38]([CH3:39])[CH3:40].[Cl:41][CH2:42][Cl:43].[O:1]=[C:2]1[N:3]([CH2:22][C:23](=[O:24])[OH:25])[c:4]2[cH:5][cH:6][cH:7][cH:8][c:9]2[C:10]12[CH2:11][O:12][c:13]1[c:14]2[cH:15][c:16]2[c:17]([cH:21]1)[O:18][CH2:19][O:20]2>>[O:1]=[C:2]1[N:3]([CH2:22][C:23]([O:24][C:34](=[O:35])[O:36][CH2:37][CH:38]([CH3:39])[CH3:40])=[O:25])[c:4]2[cH:5][cH:6][cH:7][cH:8][c:9]2[C:10]12[CH2:11][O:12][c:13]1[c:14]2[cH:15][c:16]2[c:17]([cH:21]1)[O:18][CH2:19][O:20]2.